This data is from the Open Reaction Database (ORD), a public repository of structured organic reaction records. The task is: describe an organic reaction: reactants, conditions, products, and yield Reactants: C(C)(=O)SCC1C(N[C@@H](CSCCCCCCC1)C(=O)OC)=O (Methyl (3R)-6-(acetylthiomethyl)-5-oxo-1-thia-4-azacyclotridecane-3-carboxylate), O.[OH-].[Li+] (Lithium hydroxide monohydrate), Cl (hydrochloric acid). Reaction conditions: time 3 hour. The product is SCC1C(N[C@@H](CSCCCCCCC1)C(=O)O)=O ((3R)-6-mercaptomethyl-5-oxo-1-thia-4-azacyclotridecane-3-carboxylic acid). As a reaction SMILES: C([S:4][CH2:5][CH:6]1[CH2:18][CH2:17][CH2:16][CH2:15][CH2:14][CH2:13][CH2:12][S:11][CH2:10][C@@H:9]([C:19]([O:21]C)=[O:20])[NH:8][C:7]1=[O:23])(=O)C.O.[OH-].[Li+].Cl>>[SH:4][CH2:5][CH:6]1[CH2:18][CH2:17][CH2:16][CH2:15][CH2:14][CH2:13][CH2:12][S:11][CH2:10][C@@H:9]([C:19]([OH:21])=[O:20])[NH:8][C:7]1=[O:23] |f:1.2.3|. Procedure details: Methyl (3R)-6-(acetylthiomethyl)-5-oxo-1-thia-4-azacyclotridecane-3-carboxylate (Isomer B) (0.16 g, 0.44 mmol) is partially dissolved in nitrogen degassed tetrahydrofuran (10 ml) and water (5 ml). Lithium hydroxide monohydrate (0.056 g, 1.33 mmol) is added and the mixture is stirred at room temperature for 3 hours. The mixture is poured into 1N hydrochloric acid and extracted with ethyl acetate (2×50 ml). The combined organic layers are washed with brine (1×50 ml), dried (Na2SO4) and the solvent... Reactants: IN1C=NC=2C(=C1O)C=CN2 (3-iodo-4-hydroxypyrrolo[2,3-d]pyrimidine), C(#C)C1=CC=C(C(=O)N[C@@H](CCC(=O)OC)C(=O)OC)C=C1 (dimethyl N-(4-ethynylbenzoyl)-L-glutamate). The product is OC1=C2C(N=CN1C#CC1=CC=C(C(=O)N[C@@H](CCC(=O)OC)C(=O)OC)C=C1)=NC=C2 (dimethyl N-[4-(4-hydroxypyrrolo[2,3-d]pyrimidin-3-ylethynyl)benzoyl]-L-glutamate). As a reaction SMILES: I[N:2]1[C:7]([OH:8])=[C:6]2[CH:9]=[CH:10][N:11]=[C:5]2[N:4]=[CH:3]1.[C:12]([C:14]1[CH:33]=[CH:32][C:17]([C:18]([NH:20][C@H:21]([C:28]([O:30][CH3:31])=[O:29])[CH2:22][CH2:23][C:24]([O:26][CH3:27])=[O:25])=[O:19])=[CH:16][CH:15]=1)#[CH:13]>>[OH:8][C:7]1[N:2]([C:13]#[C:12][C:14]2[CH:15]=[CH:16][C:17]([C:18]([NH:20][C@H:21]([C:28]([O:30][CH3:31])=[O:29])[CH2:22][CH2:23][C:24]([O:26][CH3:27])=[O:25])=[O:19])=[CH:32][CH:33]=2)[CH:3]=[N:4][C:5]2=[N:11][CH:10]=[CH:9][C:6]=12. Reported procedure: By allowing 3-iodo-4-hydroxypyrrolo[2,3-d]pyrimidine to react with dimethyl N-(4-ethynylbenzoyl)-L-glutamate in the manner described in Example 2, there is obtained dimethyl N-[4-(4-hydroxypyrrolo[2,3-d]pyrimidin-3-ylethynyl)benzoyl]-L-glutamate which is purified by chromatography over silica, m.p. 160 ° C. (dec.). 1NMR (d6 -DMSO)δ1.98-2.15 (m, 2H), 2.45 (t, J=7.5 Hz, 2H) 3.57 (s, 3H), 3.64 (s, 3H), 4.40-4.45 (m, 1H), 7.51 ((d, J=2.5 Hz, 1H), 7.55 (d, J=8.2 Hz, 2 H), 7.87 (s, 1H), 7.90 (d, J=8.2... Starting materials: [Si](C)(C)(C(C)(C)C)OCCC1=C(C(=CC(=C1OCOC)OC)OCOC)OC (2-[2,5-dimethoxy-3,6-bis(methoxymethoxy)phenyl]ethyl tert-butyldimethylsilyl ether), [F-].C(CCC)[N+](CCCC)(CCCC)CCCC (tetra-n-butylammonium fluoride). Run in O1CCCC1 (tetrahydrofuran), O1CCCC1 (tetrahydrofuran). Reaction conditions: time 30 minute. Product: OCCC1=C(C(=CC(=C1OCOC)OC)OCOC)OC (1-(2-hydroxyethyl)-2,5-dimethoxy-3,6-bis(methoxymethoxy)benzene). As a reaction SMILES: [Si]([O:8][CH2:9][CH2:10][C:11]1[C:16]([O:17][CH2:18][O:19][CH3:20])=[C:15]([O:21][CH3:22])[CH:14]=[C:13]([O:23][CH2:24][O:25][CH3:26])[C:12]=1[O:27][CH3:28])(C(C)(C)C)(C)C.[F-].C([N+](CCCC)(CCCC)CCCC)CCC>O1CCCC1>[OH:8][CH2:9][CH2:10][C:11]1[C:16]([O:17][CH2:18][O:19][CH3:20])=[C:15]([O:21][CH3:22])[CH:14]=[C:13]([O:23][CH2:24][O:25][CH3:26])[C:12]=1[O:27][CH3:28] |f:1.2|. Reported procedure: 15.0 Milligrams of 2-[2,5-dimethoxy-3,6-bis(methoxymethoxy)phenyl]ethyl tert-butyldimethylsilyl ether was dissolved in 2 ml of anhydrous tetrahydrofuran, under argon gas stream conditions, 0.1 ml of tetrahydrofuran solution of 1 mole of tetra-n-butylammonium fluoride was added thereto and stirred for 30 minutes, the reaction of removal of the protecting group was completed quantitatively. The solvent was removed by evaporation under reduced pressure, and the residue obtained was treated on a sil... Starting materials: N (ammonia), ice, Cl (hydrochloric acid), BrC=1C=C(C=CC1)NC1=NC=NC2=CC(=C(C=C12)NC(C=CCN(CC(OCC)OCC)CC(OCC)OCC)=O)OC (4-[(3-bromophenyl)amino]-6-((4-[N,N-bis(2,2-diethyoxyethyl)amino]-1-oxo-2-buten-1-yl)amino)-7-methoxy-quinazoline). Yields the product BrC=1C=C(C=CC1)NC1=NC=NC2=CC(=C(C=C12)NC(C=CCN1CC(OC(C1)OCC)OCC)=O)OC (4-[(3-bromophenyl)amino]-6-{[4-(2,6-diethoxy-morpholin-4-yl)-1-oxo-2-buten-1-yl]amino}-7-methoxy-quinazoline). Reaction SMILES: Cl.[Br:2][C:3]1[CH:4]=[C:5]([NH:9][C:10]2[C:19]3[C:14](=[CH:15][C:16]([O:43][CH3:44])=[C:17]([NH:20][C:21](=[O:42])[CH:22]=[CH:23][CH2:24][N:25]([CH2:34][CH:35](OCC)[O:36][CH2:37][CH3:38])[CH2:26][CH:27]([O:31][CH2:32][CH3:33])[O:28]CC)[CH:18]=3)[N:13]=[CH:12][N:11]=2)[CH:6]=[CH:7][CH:8]=1.N>>[Br:2][C:3]1[CH:4]=[C:5]([NH:9][C:10]2[C:19]3[C:14](=[CH:15][C:16]([O:43][CH3:44])=[C:17]([NH:20][C:21](=[O:42])[CH:22]=[CH:23][CH2:24][N:25]4[CH2:26][CH:27]([O:31][CH2:32][CH3:33])[O:28][CH:35]([O:36][CH2:37][CH3:38])[CH2:34]4)[CH:18]=3)[N:13]=[CH:12][N:11]=2)[CH:6]=[CH:7][CH:8]=1. Procedure: 1 ml of ice-cooled concentrated hydrochloric acid is added to 340 mg of 4-[(3-bromophenyl)amino]-6-((4-[N,N-bis(2,2-diethyoxyethyl)amino]-1-oxo-2-buten-1-yl)amino)-7-methoxy-quinazoline while cooling with an ice bath. The mixture is left to stand for 3 hours before 1.5 ml of concentrated ammonia solution is added dropwise while cooling with an ice bath for working up. The precipitate formed is suction filtered and washed with water. The crude product is purified by chromatography on a silica gel... Reactants: C(C)(C)(C)OC=1C=C(C(=O)O)C=CC1 (3-tert-butoxy-benzoic acid), CSC1=NC=CC(=N1)OC1=CC=C(C2=CC=CC=C12)N (4-(2-methylsulfanyl-pyrimidin-4-yloxy)-naphthalen-1-ylamine). Yields the product C(C)(C)(C)OC=1C=C(C(=O)NC2=CC=C(C3=CC=CC=C23)OC2=NC(=NC=C2)SC)C=CC1 (3-tert-Butoxy-N-[4-(2-methylsulfanyl-pyrimidin-4-yloxy)-naphthalen-1-yl]-benzamide). Reaction SMILES: [C:1]([O:5][C:6]1[CH:7]=[C:8]([CH:12]=[CH:13][CH:14]=1)[C:9]([OH:11])=O)([CH3:4])([CH3:3])[CH3:2].[CH3:15][S:16][C:17]1[N:22]=[C:21]([O:23][C:24]2[C:33]3[C:28](=[CH:29][CH:30]=[CH:31][CH:32]=3)[C:27]([NH2:34])=[CH:26][CH:25]=2)[CH:20]=[CH:19][N:18]=1>>[C:1]([O:5][C:6]1[CH:7]=[C:8]([CH:12]=[CH:13][CH:14]=1)[C:9]([NH:34][C:27]1[C:28]2[C:33](=[CH:32][CH:31]=[CH:30][CH:29]=2)[C:24]([O:23][C:21]2[CH:20]=[CH:19][N:18]=[C:17]([S:16][CH3:15])[N:22]=2)=[CH:25][CH:26]=1)=[O:11])([CH3:2])([CH3:3])[CH3:4]. Reported procedure: Compound is prepared from 3-tert-butoxy-benzoic acid and 4-(2-methylsulfanyl-pyrimidin-4-yloxy)-naphthalen-1-ylamine according to conditions described in general procedure G. (0.130 g) (46%). Mp: 135-136° C. 1H NMR (300 MHz, DMSOd6) 10.49 (s, 1H), 8.56 (d, J=4.2 Hz, 1H), 8.04 (d, J=6.3 Hz, 1H), 7.83 (brd, 2H), 7.68-7.47 (m, 6H), 7.25 (d, J=5.7 Hz, 1H), 6.93 (d, J=4.5 Hz, 1H), 2.27 (s, 3H), 1.36 (s, 9H). MS: 460 (M+1). Starting materials: C(C)NCC (diethylamine), CN(C(C=C)=O)C (N,N-dimethylacrylamide). Run at temperature 58 celsius. The product is C(C)N(CCC(=O)N(C)C)CC (3-Diethylamino-N,N-Dimethylpropionamide). The yield is 86.0%. As a reaction SMILES: [CH2:1]([NH:3][CH2:4][CH3:5])[CH3:2].[CH3:6][N:7]([CH3:12])[C:8](=[O:11])[CH:9]=[CH2:10]>>[CH2:1]([N:3]([CH2:4][CH3:5])[CH2:10][CH2:9][C:8]([N:7]([CH3:12])[CH3:6])=[O:11])[CH3:2]. Procedure details: In accordance with this example, anhydrous diethylamine (44 grams) and N,N-dimethylacrylamide (60 grams) were heated at reflux temperature (about 56-60° C.) for 48 hours. After this period of time, the reaction mixture was subjected to distillation to separate unreacted amine and amide followed by recovery of product in 86 percent yield at 70° C. and 2 mm. mercury pressure. The liquid product (purity = about 95 percent is designated herein as Amine Catalyst V, and has the formula, (C2H5)2N--CH2C... Yields the product COP(=O)(CC(=O)C1Cc2ccccc2C1)OC. RXN SMILES: [CH2:12]([Li:13])[CH2:14][CH2:15][CH3:16].[CH2:17]1[CH:18]([C:26](=[O:27])[O:28][CH3:29])[CH2:19][c:20]2[cH:21][cH:22][cH:23][cH:24][c:25]21.[CH3:1][P:2]([O:3][CH3:4])([O:5][CH3:6])=[O:7].[CH3:35][CH2:36][CH2:37][CH2:38][CH2:39][CH3:40].[CH3:41][C:42](=[O:43])[OH:44].[O:30]1[CH2:31][CH2:32][CH2:33][CH2:34]1.[PH:8](=[O:9])([O-:10])[O-:11]>>[CH2:1]([P:2]([O:3][CH3:4])([O:5][CH3:6])=[O:7])[C:26]([CH:18]1[CH2:17][c:25]2[c:20]([cH:21][cH:22][cH:23][cH:24]2)[CH2:19]1)=[O:27]. The reactants are [Li]CCCC, COC(=O)C1Cc2ccccc2C1, COP(C)(=O)OC, CCCCCC, CC(=O)O, C1CCOC1, O=[PH]([O-])[O-].